From a dataset of the Open Reaction Database (ORD), a public repository of structured organic reaction records. describe an organic reaction: reactants, conditions, products, and yield Reactants: CCOCC (ether), BrC1=C(C=CC=C1)CN1N=C(C(=C(C1=O)C(=O)NCC(=O)O)O)C(C)C (N-{[2-[(2-bromophenyl)methyl]-5-hydroxy-6-(1-methylethyl)-3-oxo-2,3-dihydro-4-pyridazinyl]carbonyl}glycine), CC1(OB(OC1(C)C)C1=CC(=NC=C1)N1CCNCC1)C (1-[4-(4,4,5,5-tetramethyl-1,3,2-dioxaborolan-2-yl)-2-pyridinyl]piperazine), C([O-])([O-])=O.[K+].[K+] (potassium carbonate). The reagents and catalysts are C=1C=CC(=CC1)[P](C=2C=CC=CC2)(C=3C=CC=CC3)[Pd]([P](C=4C=CC=CC4)(C=5C=CC=CC5)C=6C=CC=CC6)([P](C=7C=CC=CC7)(C=8C=CC=CC8)C=9C=CC=CC9)[P](C=1C=CC=CC1)(C=1C=CC=CC1)C=1C=CC=CC1 (tetrakis(triphenylphosphine)palladium). Run in O (water), Cl (HCl), O1CCOCC1 (1,4-Dioxane), O (Water). Product: OC1=C(C(N(N=C1C(C)C)CC1=C(C=CC=C1)C1=CC(=NC=C1)N1CCNCC1)=O)C(=O)NCC(=O)O (N-{[5-hydroxy-6-(1-methylethyl)-3-oxo-2-({2-[2-(1-piperazinyl)-4-pyridinyl]phenyl}methyl)-2,3-dihydro-4-pyridazinyl]carbonyl}glycine). Yield: 46.9%. Reaction SMILES: Br[C:2]1[CH:7]=[CH:6][CH:5]=[CH:4][C:3]=1[CH2:8][N:9]1[C:14](=[O:15])[C:13]([C:16]([NH:18][CH2:19][C:20]([OH:22])=[O:21])=[O:17])=[C:12]([OH:23])[C:11]([CH:24]([CH3:26])[CH3:25])=[N:10]1.CC1(C)C(C)(C)OB([C:35]2[CH:40]=[CH:39][N:38]=[C:37]([N:41]3[CH2:46][CH2:45][NH:44][CH2:43][CH2:42]3)[CH:36]=2)O1.C(=O)([O-])[O-].[K+].[K+].CCOCC>O1CCOCC1.O.Cl.C1C=CC([P]([Pd]([P](C2C=CC=CC=2)(C2C=CC=CC=2)C2C=CC=CC=2)([P](C2C=CC=CC=2)(C2C=CC=CC=2)C2C=CC=CC=2)[P](C2C=CC=CC=2)(C2C=CC=CC=2)C2C=CC=CC=2)(C2C=CC=CC=2)C2C=CC=CC=2)=CC=1>[OH:23][C:12]1[C:11]([CH:24]([CH3:26])[CH3:25])=[N:10][N:9]([CH2:8][C:3]2[CH:4]=[CH:5][CH:6]=[CH:7][C:2]=2[C:35]2[CH:40]=[CH:39][N:38]=[C:37]([N:41]3[CH2:42][CH2:43][NH:44][CH2:45][CH2:46]3)[CH:36]=2)[C:14](=[O:15])[C:13]=1[C:16]([NH:18][CH2:19][C:20]([OH:22])=[O:21])=[O:17] |f:2.3.4,^1:70,72,91,110|. Procedure details: To a 5 mL microwave tube was added N-{[2-[(2-bromophenyl)methyl]-5-hydroxy-6-(1-methylethyl)-3-oxo-2,3-dihydro-4-pyridazinyl]carbonyl}glycine (example 78(b), 75 mg, 0.177 mmol), 1-[4-(4,4,5,5-tetramethyl-1,3,2-dioxaborolan-2-yl)-2-pyridinyl]piperazine (51.1 mg, 0.177 mmol), potassium carbonate (73.3 mg, 0.530 mmol), and tetrakis(triphenylphosphine)palladium (0) (6.13 mg, 5.30 μmol) in 1,4-Dioxane (1.5 ml) and Water (0.500 ml). The mixture was irradiated at 100° C. for 20 minutes. The reaction mi... Reactants: [Na+].C(C)(C)(C)OC(=O)N[C@@H]1C(N([C@@H]1\C(=C/C(=O)OCC)\C)S(=O)(=O)[O-])=O (rac-cis-3-(1-t-butoxyformamido)-4-[(Z)-2-(ethoxycarbonyl)-1-methylvinyl]-2-oxo-1-azetidinesulphonic acid sodium salt), FC(C(=O)O)(F)F (trifluoroacetic acid). Solvent: C1(=CC=CC=C1)OC (anisole), CCOCC.CCCCCC (ether n-hexane). Reaction conditions: temperature -20 celsius, time 30 minute. Yields the product N[C@@H]1C(N([C@@H]1\C(=C/C(=O)OCC)\C)S(=O)(=O)O)=O (rac-cis-3-amino-4-[(Z)-2-(ethoxycarbonyl)-1-methylvinyl]-2-oxo-1-azetidinesulphonic acid). Isolated yield 66.3%. RXN SMILES: [Na+].C(OC([NH:9][C@H:10]1[C@@H:13](/[C:14](/[CH3:21])=[CH:15]\[C:16]([O:18][CH2:19][CH3:20])=[O:17])[N:12]([S:22]([O-:25])(=[O:24])=[O:23])[C:11]1=[O:26])=O)(C)(C)C.FC(F)(F)C(O)=O>C1(OC)C=CC=CC=1.CCOCC.CCCCCC>[NH2:9][C@H:10]1[C@@H:13](/[C:14](/[CH3:21])=[CH:15]\[C:16]([O:18][CH2:19][CH3:20])=[O:17])[N:12]([S:22]([OH:25])(=[O:23])=[O:24])[C:11]1=[O:26] |f:0.1,4.5|. Procedure: 1.755 g (4.38 mmol) of rac-cis-3-(1-t-butoxyformamido)-4-[(Z)-2-(ethoxycarbonyl)-1-methylvinyl]-2-oxo-1-azetidinesulphonic acid sodium salt are dissolved in 7.5 ml of anisole and the solution is treated at -20° C. with 10 ml of trifluoroacetic acid. After stirring at -20° C. for 30 minutes and then at room temperature for a further 3 hours, the solution is diluted with 300 ml of ether/n-hexane (1:1). The crystals obtained are filtered off, dissolved in 10 ml of water and chromatographed on MCI g... Reactants: CCN(C(C)C)C(C)C, O=S(=O)(Cl)c1ccccc1Cl, ClCCl, Fc1cccc(N2CCNCC2)c1C(F)(F)F, O=C(O)C(F)(F)F. Yields the product O=S(=O)(c1ccccc1Cl)N1CCN(c2cccc(F)c2C(F)(F)F)CC1. RXN SMILES: [CH:25]([N:26]([CH2:27][CH3:28])[CH:29]([CH3:30])[CH3:31])([CH3:32])[CH3:33].[Cl:34][c:35]1[c:36]([S:41](=[O:42])(=[O:43])[Cl:44])[cH:37][cH:38][cH:39][cH:40]1.[Cl:45][CH2:46][Cl:47].[F:1][c:2]1[c:3]([C:14]([F:15])([F:16])[F:17])[c:4]([N:8]2[CH2:9][CH2:10][NH:11][CH2:12][CH2:13]2)[cH:5][cH:6][cH:7]1.[OH:18][C:19]([C:20]([F:21])([F:22])[F:23])=[O:24]>>[F:1][c:2]1[c:3]([C:14]([F:15])([F:16])[F:17])[c:4]([N:8]2[CH2:9][CH2:10][N:11]([S:41]([c:36]3[c:35]([Cl:34])[cH:40][cH:39][cH:38][cH:37]3)(=[O:42])=[O:43])[CH2:12][CH2:13]2)[cH:5][cH:6][cH:7]1. Reactants: OC1=CC=C(C=C1)B(O)O ((4-hydroxyphenyl)boronic acid), BrC1=CC=C(C=C1)S(=O)(=O)NCCNC(OC(C)(C)C)=O (1,1-dimethylethyl (2-{[(4-bromophenyl)sulfonyl]amino}ethyl)carbamate), C(=O)([O-])[O-].[Na+].[Na+] (Na2CO3). The reagents and catalysts are Cl[Pd]([P](C1=CC=CC=C1)(C2=CC=CC=C2)C3=CC=CC=C3)([P](C4=CC=CC=C4)(C5=CC=CC=C5)C6=CC=CC=C6)Cl (Pd(PPh3)2Cl2). Solvent: COCCOC (DME). Product: OC1=CC=C(C=C1)C1=CC=C(C=C1)S(=O)(=O)NCCNC(OC(C)(C)C)=O (1,1-Dimethylethyl (2-{[(4′-hydroxy-4-biphenylyl)sulfonyl]amino}ethyl)carbamate). Isolated yield 65.3%. Reaction SMILES: [OH:1][C:2]1[CH:7]=[CH:6][C:5](B(O)O)=[CH:4][CH:3]=1.Br[C:12]1[CH:17]=[CH:16][C:15]([S:18]([NH:21][CH2:22][CH2:23][NH:24][C:25](=[O:31])[O:26][C:27]([CH3:30])([CH3:29])[CH3:28])(=[O:20])=[O:19])=[CH:14][CH:13]=1.C([O-])([O-])=O.[Na+].[Na+]>Cl[Pd](Cl)([P](C1C=CC=CC=1)(C1C=CC=CC=1)C1C=CC=CC=1)[P](C1C=CC=CC=1)(C1C=CC=CC=1)C1C=CC=CC=1.COCCOC>[OH:1][C:2]1[CH:7]=[CH:6][C:5]([C:12]2[CH:17]=[CH:16][C:15]([S:18]([NH:21][CH2:22][CH2:23][NH:24][C:25](=[O:31])[O:26][C:27]([CH3:29])([CH3:28])[CH3:30])(=[O:19])=[O:20])=[CH:14][CH:13]=2)=[CH:4][CH:3]=1 |f:2.3.4,^1:40,59|. Reported procedure: 1,1-Dimethylethyl (2-{[(4′-hydroxy-4-biphenylyl)sulfonyl]amino}ethyl)carbamate (246 mg, 65%) was prepared as an off-white solid from (4-hydroxyphenyl)boronic acid (132 mg, 0.96 mmol), 1,1-dimethylethyl (2-{[(4-bromophenyl)sulfonyl]amino}ethyl)carbamate (362 mg, 0.96 mmol), Pd(PPh3)2Cl2 (100 mg, 0.14 mmol), 2M Na2CO3 (2 mL) and DME (4 mL) in a manner similar to Example 21, Step 3, and worked up in a manner similar to Example 9, Step 3. 1H NMR (400 MHz, DMSO-d6) δ 9.70 (s, 1H), 7.75 (s, 4H), 7.61 ...